From a dataset of the Open Reaction Database (ORD), a public repository of structured organic reaction records. describe an organic reaction: reactants, conditions, products, and yield Starting materials: O (water), [H-].[Na+] (sodium hydride), OC1COC1 (3-hydroxyoxetane), ClC1=C(C(=O)O)C=CC(=C1F)S(=O)(=O)C (2-chloro-3-fluoro-4-methylsulfonylbenzoic acid). Solvent: CN(C=O)C (N,N-dimethylformamide). Run at time 1 hour. The product is ClC1=C(C(=O)O)C=CC(=C1OC1COC1)S(=O)(=O)C (2-Chloro-4-methylsulfonyl-3-(3-oxetanyloxy)benzoic acid). The yield is 57.5%. Reaction SMILES: [H-].[Na+].[Cl:3][C:4]1[C:12](F)=[C:11]([S:14]([CH3:17])(=[O:16])=[O:15])[CH:10]=[CH:9][C:5]=1[C:6]([OH:8])=[O:7].[OH:18][CH:19]1[CH2:22][O:21][CH2:20]1.O>CN(C)C=O>[Cl:3][C:4]1[C:12]([O:18][CH:19]2[CH2:22][O:21][CH2:20]2)=[C:11]([S:14]([CH3:17])(=[O:16])=[O:15])[CH:10]=[CH:9][C:5]=1[C:6]([OH:8])=[O:7] |f:0.1|. Reported procedure: A mixture of 0.76 g (19 mmol) of 60 percent in mineral oil sodium hydride in dry N,N-dimethylformamide was prepared in a flask under a nitrogen blanket and to it was added 2.02 g (8.0 mmol) of 2-chloro-3-fluoro-4-methylsulfonylbenzoic acid in portions with stirring at ambient temperature. The mixture was allowed to cool and then 0.71 g (9.6 mmol) of 3-hydroxyoxetane was added dropwise with stirring. There was an exotherm. After one hour, the reaction appeared to be complete and water was added c... Starting materials: C1CCOC1, COC(=O)c1ccc(NC(=O)c2cc(OCc3cc(C)on3)cc(OCc3ccccc3C)c2)nc1, Cl, [Na+], [OH-], O. The product is Cc1cc(COc2cc(OCc3ccccc3C)cc(C(=O)Nc3ccc(C(=O)O)cn3)c2)no1. Reaction SMILES: [CH2:40]1[O:41][CH2:42][CH2:43][CH2:44]1.[CH3:1][c:2]1[c:3]([CH2:4][O:5][c:6]2[cH:7][c:8]([C:9](=[O:10])[NH:11][c:12]3[cH:13][cH:14][c:15]([C:18](=[O:19])[O:20][CH3:21])[cH:16][n:17]3)[cH:22][c:23]([O:25][CH2:26][c:27]3[n:28][o:29][c:30]([CH3:32])[cH:31]3)[cH:24]2)[cH:33][cH:34][cH:35][cH:36]1.[ClH:39].[Na+:38].[OH-:37].[OH2:45]>>[CH3:1][c:2]1[c:3]([CH2:4][O:5][c:6]2[cH:7][c:8]([C:9](=[O:10])[NH:11][c:12]3[cH:13][cH:14][c:15]([C:18](=[O:19])[OH:20])[cH:16][n:17]3)[cH:22][c:23]([O:25][CH2:26][c:27]3[n:28][o:29][c:30]([CH3:32])[cH:31]3)[cH:24]2)[cH:33][cH:34][cH:35][cH:36]1.